From a dataset of the Open Reaction Database (ORD), a public repository of structured organic reaction records. describe an organic reaction: reactants, conditions, products, and yield Starting materials: [OH-].[Na+] (sodium hydroxide), C(C)OC(=O)[C@H]1CN(CCC1)CCOC\C(=C/C1=CC=CC=C1)\C1=CC=CC=C1 (Z-(R)-1-(2-((2,3-diphenyl-2-propen-1-yl)oxy)ethyl)-3-piperidinecarboxylic acid ethyl ester), Cl (hydrochloric acid). Solvent: ClCCl (dichloromethane), C(C)O (ethanol). Reaction conditions: time 4.5 hour. Yields the product Cl.C1(=CC=CC=C1)/C(/COCCN1C[C@@H](CCC1)C(=O)O)=C/C1=CC=CC=C1 (Z-(R)-1-(2-((2,3-Diphenyl-2-propen-1-yl)oxy)ethyl)-3-piperidinecarboxylic acid hydrochloride). As a reaction SMILES: C([O:3][C:4]([C@@H:6]1[CH2:11][CH2:10][CH2:9][N:8]([CH2:12][CH2:13][O:14][CH2:15]/[C:16](/[C:24]2[CH:29]=[CH:28][CH:27]=[CH:26][CH:25]=2)=[CH:17]\[C:18]2[CH:23]=[CH:22][CH:21]=[CH:20][CH:19]=2)[CH2:7]1)=[O:5])C.[OH-].[Na+].[ClH:32]>C(O)C.ClCCl>[ClH:32].[C:24]1(/[C:16](=[CH:17]/[C:18]2[CH:23]=[CH:22][CH:21]=[CH:20][CH:19]=2)/[CH2:15][O:14][CH2:13][CH2:12][N:8]2[CH2:9][CH2:10][CH2:11][C@@H:6]([C:4]([OH:5])=[O:3])[CH2:7]2)[CH:25]=[CH:26][CH:27]=[CH:28][CH:29]=1 |f:1.2,6.7|. Reported procedure: The above ester (3.15 g, 8 mmol) was dissolved in absolute ethanol (25 ml) and 4N sodium hydroxide (4.0 ml) was added. After stirring at ambient temperature for 4.5 h the mixture was diluted with dichloromethane (400 ml), cooled to 0° C. and 4N hydrochloric acid (7.5 ml) was added. The mixture was dried (Na2SO4) and the solvent evaporated in vacuo. The residue was re-evaporated with acetone, suspended in diethylether and stirred for 21 days to give an amorphous solid which was triturated 16 h wi... The reactants are CC(=O)Oc1cccc(C=Cc2ccc3ccc(Cl)cc3n2)c1, CO, [Na+], [Na+], O=C([O-])[O-]. Yields the product Oc1cccc(C=Cc2ccc3ccc(Cl)cc3n2)c1. Reaction SMILES: [C:1](=[O:2])([CH3:3])[O:4][c:5]1[cH:6][c:7]([CH:11]=[CH:12][c:13]2[n:14][c:15]3[cH:16][c:17]([Cl:23])[cH:18][cH:19][c:20]3[cH:21][cH:22]2)[cH:8][cH:9][cH:10]1.[CH3:30][OH:31].[Na+:24].[Na+:25].[O-:26][C:27](=[O:28])[O-:29]>>[OH:4][c:5]1[cH:6][c:7]([CH:11]=[CH:12][c:13]2[n:14][c:15]3[cH:16][c:17]([Cl:23])[cH:18][cH:19][c:20]3[cH:21][cH:22]2)[cH:8][cH:9][cH:10]1.